This data is from the Open Reaction Database (ORD), a public repository of structured organic reaction records. The task is: describe an organic reaction: reactants, conditions, products, and yield The product is C(N)(=N)C1=CC=C(C(=O)NCCC2=CC=C(/C(=C/C(=O)OC)/C)C=C2)C=C1 (methyl (E)-p-[2-(p-amidinobenzamido)ethyl]-β-methylcinnamate), C(C)(=O)[O-] (acetate). Procedure: 190 mg of methyl (E)-p-[2-(p-amidinobenzamido)ethyl]-β-methylcinnamate were obtained after hydrogenation in methanol in the presence of 10% Pd/C under atmospheric pressure at room temperature after 24 hours 113 mg of crystalline acetate of methyl rac-p-[2-(p-amidinobenzamido) ethyl]-β-methyl-hydrocinnamate. RXN SMILES: [C:1]([C:4]1[CH:27]=[CH:26][C:7]([C:8]([NH:10][CH2:11][CH2:12][C:13]2[CH:25]=[CH:24][C:16]([CH:17]([CH3:23])[CH2:18][C:19]([O:21][CH3:22])=[O:20])=[CH:15][CH:14]=2)=[O:9])=[CH:6][CH:5]=1)(=[NH:3])[NH2:2]>CO.[Pd]>[C:1]([C:4]1[CH:5]=[CH:6][C:7]([C:8]([NH:10][CH2:11][CH2:12][C:13]2[CH:14]=[CH:15][C:16](/[C:17](/[CH3:23])=[CH:18]/[C:19]([O:21][CH3:22])=[O:20])=[CH:24][CH:25]=2)=[O:9])=[CH:26][CH:27]=1)(=[NH:2])[NH2:3].[C:19]([O-:21])(=[O:20])[CH3:18]. The reagents and catalysts are [Pd] (Pd/C). Reactants: C(N)(=N)C1=CC=C(C(=O)NCCC2=CC=C(C(CC(=O)OC)C)C=C2)C=C1 (methyl rac-p-[2-(p-amidinobenzamido) ethyl]-β-methyl-hydrocinnamate). Run in CO (methanol).